From a dataset of the Open Reaction Database (ORD), a public repository of structured organic reaction records. describe an organic reaction: reactants, conditions, products, and yield The reactants are C1CCOC1, [Li]CCCC, CCCCCC, CC(C)(C)C(=O)Nc1ccc(Cl)cc1, O=Cc1cccnc1. The product is CC(C)(C)C(=O)Nc1ccc(Cl)cc1C(O)c1cccnc1. As a reaction SMILES: [CH2:34]1[O:35][CH2:36][CH2:37][CH2:38]1.[CH3:15][CH2:16][CH2:17][CH2:18][Li:19].[CH3:20][CH2:21][CH2:22][CH2:23][CH2:24][CH3:25].[Cl:1][c:2]1[cH:3][cH:4][c:5]([NH:8][C:9]([C:10]([CH3:11])([CH3:12])[CH3:13])=[O:14])[cH:6][cH:7]1.[n:26]1[cH:27][c:28]([CH:32]=[O:33])[cH:29][cH:30][cH:31]1>>[Cl:1][c:2]1[cH:3][cH:4][c:5]([NH:8][C:9]([C:10]([CH3:11])([CH3:12])[CH3:13])=[O:14])[c:6]([CH:32]([c:28]2[cH:27][n:26][cH:31][cH:30][cH:29]2)[OH:33])[cH:7]1. Starting materials: C1CCOC1, COC(=O)Cc1cccc(Nc2ncnc3oc(-c4ccccc4)c(-c4ccc(OC)cc4)c23)c1, [Na+], [OH-]. Product: COc1ccc(-c2c(-c3ccccc3)oc3ncnc(Nc4cccc(CC(=O)O)c4)c23)cc1. Reaction SMILES: [CH2:38]1[O:39][CH2:40][CH2:41][CH2:42]1.[CH3:1][O:2][C:3]([CH2:4][c:5]1[cH:6][c:7]([NH:11][c:12]2[c:13]3[c:14]([n:15][cH:16][n:17]2)[o:18][c:19](-[c:29]2[cH:30][cH:31][cH:32][cH:33][cH:34]2)[c:20]3-[c:21]2[cH:22][cH:23][c:24]([O:27][CH3:28])[cH:25][cH:26]2)[cH:8][cH:9][cH:10]1)=[O:35].[Na+:37].[OH-:36]>>[O:2]=[C:3]([CH2:4][c:5]1[cH:6][c:7]([NH:11][c:12]2[c:13]3[c:14]([n:15][cH:16][n:17]2)[o:18][c:19](-[c:29]2[cH:30][cH:31][cH:32][cH:33][cH:34]2)[c:20]3-[c:21]2[cH:22][cH:23][c:24]([O:27][CH3:28])[cH:25][cH:26]2)[cH:8][cH:9][cH:10]1)[OH:35]. RXN SMILES: [CH:37]([Cl:38])([Cl:39])[Cl:40].[Cl:13][c:14]1[cH:15][cH:16][c:17]([O:18][c:19]2[cH:20][c:21]3[c:22]([n:23][c:24]([S:27]([CH3:28])(=[O:29])=[O:30])[n:25][cH:26]3)[n:31]([CH3:34])[c:32]2=[O:33])[cH:35][cH:36]1.[ClH:1].[NH2:2][CH:3]([C:4]([CH3:5])([OH:6])[CH3:7])[CH3:8].[O-:9][C:10](=[O:11])[O-:12]>>[NH:2]([CH:3]([C:4]([CH3:5])([OH:6])[CH3:7])[CH3:8])[c:24]1[n:23][c:22]2[c:21]([cH:20][c:19]([O:18][c:17]3[cH:16][cH:15][c:14]([Cl:13])[cH:36][cH:35]3)[c:32](=[O:33])[n:31]2[CH3:34])[cH:26][n:25]1. Yields the product CC(Nc1ncc2cc(Oc3ccc(Cl)cc3)c(=O)n(C)c2n1)C(C)(C)O. The reactants are ClC(Cl)Cl, Cn1c(=O)c(Oc2ccc(Cl)cc2)cc2cnc(S(C)(=O)=O)nc21, Cl, CC(N)C(C)(C)O, O=C([O-])[O-]. Reactants: C(C1=CC=CC=C1)(C1=CC=CC=C1)N1CCNCC1 (1-benzhydrylpiperazine), FC1=CC=C(C=C1)C1(C(N(CCC1)CC(=O)O)=O)C1=CC=C(C=C1)F (2-(3,3-bis(4-fluorophenyl)-2-oxopiperidin-1-yl)acetic acid), Cl.C(C)N=C=NCCCN(C)C (N1-((ethylimino)methylene)-N3,N3-dimethylpropane-1,3-diamine hydrochloride). Reagents/catalysts: CN(C1=CC=NC=C1)C (N,N-dimethylpyridin-4-amine). The solvent is ClCCl (dichloromethane). Conditions: time 8 hour. Product: C(C1=CC=CC=C1)(C1=CC=CC=C1)N1CCN(CC1)C(CN1C(C(CCC1)(C1=CC=C(C=C1)F)C1=CC=C(C=C1)F)=O)=O (1-[2-(4-benzhydrylpiperazin-1-yl)-2-oxoethyl]-3,3-bis(4-fluorophenyl)piperidin-2-one). As a reaction SMILES: [CH:1]([N:14]1[CH2:19][CH2:18][NH:17][CH2:16][CH2:15]1)([C:8]1[CH:13]=[CH:12][CH:11]=[CH:10][CH:9]=1)[C:2]1[CH:7]=[CH:6][CH:5]=[CH:4][CH:3]=1.[F:20][C:21]1[CH:26]=[CH:25][C:24]([C:27]2([C:38]3[CH:43]=[CH:42][C:41]([F:44])=[CH:40][CH:39]=3)[CH2:32][CH2:31][CH2:30][N:29]([CH2:33][C:34](O)=[O:35])[C:28]2=[O:37])=[CH:23][CH:22]=1.Cl.C(N=C=NCCCN(C)C)C>ClCCl.CN(C)C1C=CN=CC=1>[CH:1]([N:14]1[CH2:19][CH2:18][N:17]([C:34](=[O:35])[CH2:33][N:29]2[CH2:30][CH2:31][CH2:32][C:27]([C:24]3[CH:25]=[CH:26][C:21]([F:20])=[CH:22][CH:23]=3)([C:38]3[CH:39]=[CH:40][C:41]([F:44])=[CH:42][CH:43]=3)[C:28]2=[O:37])[CH2:16][CH2:15]1)([C:8]1[CH:13]=[CH:12][CH:11]=[CH:10][CH:9]=1)[C:2]1[CH:7]=[CH:6][CH:5]=[CH:4][CH:3]=1 |f:2.3|. Reported procedure: To a solution of 1-benzhydrylpiperazine (0.227 g, 0.90 mmol) in dichloromethane (15 mL) under nitrogen was added the product of Example 90D (0.31 g, 0.90 mmol) followed by N1-((ethylimino)methylene)-N3,N3-dimethylpropane-1,3-diamine hydrochloride (0.344 g, 1.80 mmol) and N,N-dimethylpyridin-4-amine (0.011 g, 0.09 mmol). The reaction mixture was stirred overnight at room temperature. The reaction was concentrated and the residue was partitioned in ethyl acetate/water (8:2, 400 mL). The organic la... Reaction SMILES: [Br:21][c:22]1[cH:23][c:24]([Cl:41])[c:25]([NH:28][c:29]2[c:30]([CH:39]=[O:40])[cH:31][c:32]3[c:33]([n:34][cH:35][nH:36]3)[c:37]2[F:38])[cH:26][cH:27]1.[C:1]([c:2]1[cH:3][cH:4][c:5](-[c:6]2[cH:7][cH:8][c:9]([C:10]([CH3:11])([CH3:12])[CH3:13])[cH:14][cH:15]2)[cH:16][cH:17]1)([CH3:18])([CH3:19])[CH3:20].[CH2:42]1[CH2:43][CH2:44][CH2:45][O:46]1>>[Br:21][c:22]1[cH:23][c:24]([Cl:41])[c:25]([NH:28][c:29]2[c:30]([C:39](=[O:40])[CH2:42][O:46][CH2:45][CH3:44])[cH:31][c:32]3[c:33]([n:34][cH:35][nH:36]3)[c:37]2[F:38])[cH:26][cH:27]1. Reactants: O=Cc1cc2[nH]cnc2c(F)c1Nc1ccc(Br)cc1Cl, CC(C)(C)c1ccc(-c2ccc(C(C)(C)C)cc2)cc1, C1CCOC1. Yields the product CCOCC(=O)c1cc2[nH]cnc2c(F)c1Nc1ccc(Br)cc1Cl. Reactants: C(CCCCCC)NC(=S)NCCCCCCC (N,N'-diheptylthiourea), C(#CC(=O)O)C(=O)O (acetylenedicarboxylic acid). Yields the product C(CCCCCC)N1C(SC(C1=O)=CC(=O)O)=NCCCCCCC ([3-Heptyl-2-(heptylimino)-4-oxo-5-thiazolidinylidene]acetic acid). The yield is 88.4%. Reaction SMILES: [CH2:1]([NH:8][C:9]([NH:11][CH2:12][CH2:13][CH2:14][CH2:15][CH2:16][CH2:17][CH3:18])=[S:10])[CH2:2][CH2:3][CH2:4][CH2:5][CH2:6][CH3:7].[C:19]([C:24](O)=[O:25])#[C:20][C:21]([OH:23])=[O:22]>>[CH2:12]([N:11]1[C:24](=[O:25])[C:19](=[CH:20][C:21]([OH:23])=[O:22])[S:10][C:9]1=[N:8][CH2:1][CH2:2][CH2:3][CH2:4][CH2:5][CH2:6][CH3:7])[CH2:13][CH2:14][CH2:15][CH2:16][CH2:17][CH3:18]. Procedure: Prepared by the method described in Example 16 from N,N'-diheptylthiourea (18.0 g, 66 mmoles) and acetylenedicarboxylic acid (8.0 g, 66 mmoles). Recrystallization from acetonitrile gave the product (21.5 g), mp 80°-81° C. Procedure details: 1.12 g of 2-thiophene carboxaldehyde and 3.12 g of malonic acid were dissolved in 15 ml of pyridine, added with a catalytically effective amount of piperidine, reacted at 80° C. for 6 h, the reaction solution was poured into 20 ml of water, regulated with 10% NaOH aqueous solution to reach PH 12, extracted with ethyl acetate, the water layer was taken and regulated with 2N hydrochloric acid to reach PH3, a large amount of yellow solid (2E)-3-(2-thienyl)acrylic acid was precipitated, filtered and... Reactants: [OH-].[Na+] (NaOH), S1C(=CC=C1)/C=C/C(=O)O ((2E)-3-(2-thienyl)acrylic acid), O.N (ammonia water), S1C(=CC=C1)C=O (2-thiophene carboxaldehyde), C(CC(=O)O)(=O)O (malonic acid), N1CCCCC1 (piperidine), C(C(=O)Cl)(=O)Cl (oxalyl chloride). Run at time 2 hour. Reaction SMILES: S1C=CC=C1C=O.C(O)(=O)CC(O)=O.[NH:15]1CCCCC1.[OH-].[Na+].[S:23]1[CH:27]=[CH:26][CH:25]=[C:24]1/[CH:28]=[CH:29]/[C:30]([OH:32])=O.C(Cl)(=O)C(Cl)=O.O.N>N1C=CC=CC=1.ClCCl.CN(C=O)C.O>[S:23]1[CH:27]=[CH:26][CH:25]=[C:24]1/[CH:28]=[CH:29]/[C:30]([NH2:15])=[O:32] |f:3.4,7.8|. Yields the product S1C(=CC=C1)/C=C/C(=O)N ((2E)-3-(2-thienyl)acrylamide). Solvent: ClCCl (dichloromethane), CN(C)C=O (DMF), O (water), N1=CC=CC=C1 (pyridine). Reaction SMILES: [CH3:28][N:29]([CH3:30])[c:31]1[cH:32][cH:33][n:34][cH:35][cH:36]1.[Cl:1][c:2]1[n:3][cH:4][cH:5][cH:6][c:7]1[S:8](=[O:9])(=[O:10])[Cl:11].[Cl:37][CH2:38][Cl:39].[NH2:12][c:13]1[n:14][cH:15][c:16]([CH3:21])[n:17][c:18]1[O:19][CH3:20].[cH:22]1[cH:23][cH:24][n:25][cH:26][cH:27]1>>[Cl:1][c:2]1[n:3][cH:4][cH:5][cH:6][c:7]1[S:8](=[O:9])(=[O:10])[NH:12][c:13]1[n:14][cH:15][c:16]([CH3:21])[n:17][c:18]1[O:19][CH3:20]. Starting materials: CN(C)c1ccncc1, O=S(=O)(Cl)c1cccnc1Cl, ClCCl, COc1nc(C)cnc1N, c1ccncc1. The product is COc1nc(C)cnc1NS(=O)(=O)c1cccnc1Cl. The reactants are P(=O)(Cl)(Cl)Cl (phosphorus oxychloride), C(C1=CC=CC=C1)N1C(NC(C(C1=O)C(C)C)=O)=O (3-benzyl-5-isopropylpyrimidine-2,4,6(1H,3H)-trione), ice water. Solvent: C(C)O (ethanol). Run at time 90 minute. Product: C(C1=CC=CC=C1)N1C(NC(=C(C1=O)C(C)C)Cl)=O (3-benzyl-6-chloro-5-isopropylpyrimidine-2,4(1H,3H)-dione). As a reaction SMILES: P(Cl)(Cl)([Cl:3])=O.[CH2:6]([N:13]1[C:18](=[O:19])[CH:17]([CH:20]([CH3:22])[CH3:21])[C:16](=O)[NH:15][C:14]1=[O:24])[C:7]1[CH:12]=[CH:11][CH:10]=[CH:9][CH:8]=1>C(O)C>[CH2:6]([N:13]1[C:18](=[O:19])[C:17]([CH:20]([CH3:22])[CH3:21])=[C:16]([Cl:3])[NH:15][C:14]1=[O:24])[C:7]1[CH:12]=[CH:11][CH:10]=[CH:9][CH:8]=1. Procedure: To 16.8 ml of 50% ethanol, 78.7 ml (844 mmol) of phosphorus oxychloride was added drop by drop, with stirring under ice cooling conditions. To this solution, 26.03 g (100 mmol) of 3-benzyl-5-isopropylpyrimidine-2,4,6(1H,3H)-trione was added little by little. This mixture was stirred at 50° C. for 30 minutes and then at 100° C. for 90 minutes. After cooling, the reaction mixture was poured into ice water and stirred for 1 hour. The resulting precipitate was collected by filtration, washed with wa...